This data is from the Open Reaction Database (ORD), a public repository of structured organic reaction records. The task is: describe an organic reaction: reactants, conditions, products, and yield Reactants: ClC=1C=CC(=C(C(=O)NCCC2=CC=C(C=C2)C2=CC=C(C=C2)O)C1)OC (4-[2-(5-chloro-2-methoxy-benzamido)-ethyl]-4'-hydroxy-biphenyl), BrC(C(=O)O)(C)C (2-bromo-2-methyl-propionic acid). The product is CC(C(=O)O)(C)OC1=CC=C(C=C1)C1=CC=C(C=C1)CCNC(C1=C(C=CC(=C1)Cl)OC)=O (2-Methyl-2-{4-[2-(5-chloro-2-methoxy-benzamido)-ethyl]-biphenyl-4'-oxy}-propionic acid). As a reaction SMILES: [Cl:1][C:2]1[CH:3]=[CH:4][C:5]([O:26][CH3:27])=[C:6]([CH:25]=1)[C:7]([NH:9][CH2:10][CH2:11][C:12]1[CH:17]=[CH:16][C:15]([C:18]2[CH:23]=[CH:22][C:21]([OH:24])=[CH:20][CH:19]=2)=[CH:14][CH:13]=1)=[O:8].Br[C:29]([CH3:34])([CH3:33])[C:30]([OH:32])=[O:31]>>[CH3:33][C:29]([O:24][C:21]1[CH:22]=[CH:23][C:18]([C:15]2[CH:16]=[CH:17][C:12]([CH2:11][CH2:10][NH:9][C:7](=[O:8])[C:6]3[CH:25]=[C:2]([Cl:1])[CH:3]=[CH:4][C:5]=3[O:26][CH3:27])=[CH:13][CH:14]=2)=[CH:19][CH:20]=1)([CH3:34])[C:30]([OH:32])=[O:31]. Reported procedure: 2-Methyl-2-{4-[2-(5-chloro-2-methoxy-benzamido)-ethyl]-biphenyl-4'-oxy}-propionic acid was prepared from 4-[2-(5-chloro-2-methoxy-benzamido)-ethyl]-4'-hydroxy-biphenyl and 2-bromo-2-methyl-propionic acid analogous to Example 11. M.p. 145° C. M + H = 468; Mcalc = 467.96. Starting materials: crude mixture, I-propanol, C(C)(=O)OCC (ethyl acetate), title compounds, C(C1=CC=CC=C1)N1[C@@]2([C@@H](CC[C@H]1CC2)OC(C2=CC(=CC(=C2)C(F)(F)F)C(F)(F)F)=O)C2=CC=CC=C2 ((1R*,2R*,5R*)-8-Benzyl-2-[3,5-bis(trifluoromethyl)benzoyloxy]-1-phenyl-8-azabicyclo[3.2.1]octane), C(=O)([O-])[O-].[Na+].[Na+] (Na2CO3), CO.O (methanol water), (1R*,2R*,5S*,6R*)-2-{1-[3,5-bis(trifluoromethyl)phenyl]ethenyloxy}-1-phenyl-8-azabicyclo[3.2.1]octane, (1R*,2R*,5S*,6R*)-8-benzyl-2-[3,5-bis(trifluoromethyl)benzoyloxy]-1-phenyl-8-azabicyclo[3.2.1]octane. The reagents and catalysts are [Pd] (palladium on charcoal), C[Ti](C1C=CC=C1)(C1C=CC=C1)C (dimethylbis(cyclopentadienyl)titanium). Solvent: C1(=CC=CC=C1)C (toluene). Reaction conditions: temperature 82 celsius, time 2.5 hour. Yields the product FC(C=1C=C(C=C(C1)C(F)(F)F)[C@@H](C)O[C@H]1[C@@]2(CC[C@H](CC1)N2)C2=CC=CC=C2)(F)F ((1R*,2R*,5R*)-2-{1-(R*)-[3,5-bis(trifluoromethyl)phenyl]ethyloxy}-1-phenyl-8-azabicyclo[3.2.1]octane). Reaction SMILES: C([N:8]1[C@@H:13]2[CH2:14][CH2:15][C@@:9]1([C:33]1[CH:38]=[CH:37][CH:36]=[CH:35][CH:34]=1)[C@H:10]([O:16][C:17](=O)[C:18]1[CH:23]=[C:22]([C:24]([F:27])([F:26])[F:25])[CH:21]=[C:20]([C:28]([F:31])([F:30])[F:29])[CH:19]=1)[CH2:11][CH2:12]2)C1C=CC=CC=1.[C:39]([O-])([O-])=O.[Na+].[Na+].CO.O.C(OCC)(=O)C>C1(C)C=CC=CC=1.[Pd].C[Ti](C)(C1C=CC=C1)C1C=CC=C1>[F:29][C:28]([F:31])([F:30])[C:20]1[CH:19]=[C:18]([C@H:17]([O:16][C@@H:10]2[CH2:11][CH2:12][C@@H:13]3[NH:8][C@@:9]2([C:33]2[CH:34]=[CH:35][CH:36]=[CH:37][CH:38]=2)[CH2:15][CH2:14]3)[CH3:39])[CH:23]=[C:22]([C:24]([F:27])([F:25])[F:26])[CH:21]=1 |f:1.2.3,4.5|. Reported procedure: (1R*,2R*,5R*)-8-Benzyl-2-[3,5-bis(trifluoromethyl)benzoyloxy]-1-phenyl-8-azabicyclo[3.2.1]octane (Description 9; 821 mg, 1.54 mmol) was treated with a solution of dimethylbis(cyclopentadienyl)titanium in toluene (0.2M, 30 ml). The reaction mixture was stirred in the dark at 82° C. for 2.5 hours. The mixture was cooled to 40° C., than solid Na2CO3 (2 g) added followed by a mixture of methanol-water (9:1, 20 ml). The mixture was stirred for 1 hour at 40° C. and filtered through a pad of Celite™. T... Starting materials: C1COCCOCCOCCOCCO1, COc1ccc(S(=O)(=O)Cl)cn1, CCOC(C)=O, [H-], [Na+], C1CCOC1, O=Cc1c[nH]c(-c2ccccc2)c1. The product is COc1ccc(S(=O)(=O)n2cc(C=O)cc2-c2ccccc2)cn1. RXN SMILES: [CH2:16]1[O:17][CH2:18][CH2:19][O:20][CH2:21][CH2:22][O:23][CH2:24][CH2:25][O:26][CH2:27][CH2:28][O:29][CH2:30]1.[CH3:31][O:32][c:33]1[cH:34][cH:35][c:36]([S:39](=[O:40])(=[O:41])[Cl:42])[cH:37][n:38]1.[CH3:48][CH2:49][O:50][C:51](=[O:52])[CH3:53].[H-:14].[Na+:15].[O:43]1[CH2:44][CH2:45][CH2:46][CH2:47]1.[c:1]1(-[c:7]2[cH:8][c:9]([CH:12]=[O:13])[cH:10][nH:11]2)[cH:2][cH:3][cH:4][cH:5][cH:6]1>>[c:1]1(-[c:7]2[cH:8][c:9]([CH:12]=[O:13])[cH:10][n:11]2[S:39]([c:36]2[cH:35][cH:34][c:33]([O:32][CH3:31])[n:38][cH:37]2)(=[O:40])=[O:41])[cH:2][cH:3][cH:4][cH:5][cH:6]1.